From a dataset of the Open Reaction Database (ORD), a public repository of structured organic reaction records. describe an organic reaction: reactants, conditions, products, and yield The reactants are C1CCOC1, CO, COC(=O)c1cc(OC)ccc1Nc1ccc2c(c1)CC(NCc1ccc(Cl)c(Cl)c1)C2. Product: COc1ccc(Nc2ccc3c(c2)CC(NCc2ccc(Cl)c(Cl)c2)C3)c(C(=O)O)c1. RXN SMILES: [CH2:33]1[O:34][CH2:35][CH2:36][CH2:37]1.[CH3:38][OH:39].[Cl:1][c:2]1[cH:3][c:4]([CH2:5][NH:6][CH:7]2[CH2:8][c:9]3[cH:10][cH:11][c:12]([NH:16][c:17]4[c:18]([C:19](=[O:20])[O:21][CH3:22])[cH:23][c:24]([O:27][CH3:28])[cH:25][cH:26]4)[cH:13][c:14]3[CH2:15]2)[cH:29][cH:30][c:31]1[Cl:32]>>[Cl:1][c:2]1[cH:3][c:4]([CH2:5][NH:6][CH:7]2[CH2:8][c:9]3[cH:10][cH:11][c:12]([NH:16][c:17]4[c:18]([C:19](=[O:20])[OH:21])[cH:23][c:24]([O:27][CH3:28])[cH:25][cH:26]4)[cH:13][c:14]3[CH2:15]2)[cH:29][cH:30][c:31]1[Cl:32].